Task: describe an organic reaction: reactants, conditions, products, and yield. Dataset: the Open Reaction Database (ORD), a public repository of structured organic reaction records Procedure details: Anhydrous K2CO3 (416g, 3 mol) was added to a mixture of 4-bromo-4′-hydroxybiphenyl (300 g, 1.2 mol), 1-iodopentane (234 ml, 1.79 mol) and 2-butanone (600 ml). The reaction mixture was refluxed for 44 h until TLC (85:15 hexanes/EtOAc) showed complete consumption of the bromo alcohol. The mixture was cooled to about 30° C., diluted with CH2C12 (600 ml) and then filtered. The filtrate was washed twice with H2O and twice with a saturated aqueous NaCl solution, dried over anhydrous Na2SO4, filtered a... As a reaction SMILES: C([O-])([O-])=O.[K+].[K+].[Br:7][C:8]1[CH:13]=[CH:12][C:11]([C:14]2[CH:19]=[CH:18][C:17]([OH:20])=[CH:16][CH:15]=2)=[CH:10][CH:9]=1.I[CH2:22][CH2:23][CH2:24][CH2:25][CH3:26]>CC(=O)CC>[Br:7][C:8]1[CH:9]=[CH:10][C:11]([C:14]2[CH:19]=[CH:18][C:17]([O:20][CH2:22][CH2:23][CH2:24][CH2:25][CH3:26])=[CH:16][CH:15]=2)=[CH:12][CH:13]=1 |f:0.1.2|. The reactants are hexanes EtOAc, C(=O)([O-])[O-].[K+].[K+] (K2CO3), BrC1=CC=C(C=C1)C1=CC=C(C=C1)O (4-bromo-4′-hydroxybiphenyl), ICCCCC (1-iodopentane). Yields the product BrC1=CC=C(C=C1)C1=CC=C(C=C1)OCCCCC (4-Bromo-4′-pentyloxybiphenyl). Solvent: CC(CC)=O (2-butanone). Run at temperature 30 celsius. Reactants: C1(\C=C/C(=O)O1)=O (maleic anhydride), ( a ), OCC1CC2C3CC(C(C2C1)C3)CO (4,8-bis(hydroxymethyl)-tricyclo[5.2.1.02,6 ] decane), C(C(=C)C)(=O)OCC1CO1 (glycidyl methacrylate). Yields the product C12C3CCCC3C(CC1)C2 (tricyclo [5.2.1.02,6 ] decane). RXN SMILES: C1(=O)OC(=O)C=C1.OC[CH:10]1[CH2:18][CH:17]2[CH:12]([CH:13]3[CH2:19][CH:16]2[CH:15](CO)[CH2:14]3)[CH2:11]1.C(OCC1OC1)(=O)C(C)=C>>[CH:13]12[CH2:19][CH:16]([CH2:15][CH2:14]1)[CH:17]1[CH:12]2[CH2:11][CH2:10][CH2:18]1. Procedure details: From maleic anhydride, 4,8-bis(hydroxymethyl)-tricyclo[5.2.1.02,6 ] decane, and glycidyl methacrylate 4,8-bis [(3'-methacroyl-2'-hydroxypropyl)maleato methyl] tricyclo [5.2.1.02,6 ] decane was prepared according to the procedure outlined in Example A. (a): ##STR16## Reactants: O=C([O-])[O-], CO, C[Si](C)(C)C#Cc1ccc2ncsc2c1, [K+], [K+]. Product: C#Cc1ccc2ncsc2c1. RXN SMILES: [C:1](=[O:2])([O-:3])[O-:4].[CH3:22][OH:23].[CH3:7][Si:8]([CH3:9])([CH3:10])[C:11]#[C:12][c:13]1[cH:14][c:15]2[c:16]([n:17][cH:18][s:19]2)[cH:20][cH:21]1.[K+:5].[K+:6]>>[CH:11]#[C:12][c:13]1[cH:14][c:15]2[c:16]([n:17][cH:18][s:19]2)[cH:20][cH:21]1.